This data is from the Open Reaction Database (ORD), a public repository of structured organic reaction records. The task is: describe an organic reaction: reactants, conditions, products, and yield The reactants are COC1=C2CC(CC(C2=CC=C1OC)=O)C1=CC=CC=C1 (5,6-Dimethoxy-3-phenyl-1,2,3,4-tetrahydronaphthalen-1-one), C[Si](C)(C)C#N (trimethylsilylcyanide), [H-].[Al+3].[Li+].[H-].[H-].[H-] (lithium aluminum hydride), [OH-].[Na+] (sodium hydroxide). Reagents/catalysts: [Cl-].[Al+3].[Cl-].[Cl-] (aluminum chloride). Solvent: O (water), C(C)#N (acetonitrile), O (water), C(C)OCC (diethyl ether). The product is NCC1(CC(CC2=C(C(=CC=C12)OC)OC)C1=CC=CC=C1)O (1-Aminomethyl-5,6-dimethoxy-1-hydroxy-3-phenyl-1,2,3,4-tetrahydronaphthalene). Isolated yield 73.4%. Reaction SMILES: [CH3:1][O:2][C:3]1[C:12]([O:13][CH3:14])=[CH:11][CH:10]=[C:9]2[C:4]=1[CH2:5][CH:6]([C:16]1[CH:21]=[CH:20][CH:19]=[CH:18][CH:17]=1)[CH2:7][C:8]2=[O:15].C[Si]([C:26]#[N:27])(C)C.[H-].[Al+3].[Li+].[H-].[H-].[H-].[OH-].[Na+]>C(OCC)C.[Cl-].[Al+3].[Cl-].[Cl-].O.C(#N)C>[NH2:27][CH2:26][C:8]1([OH:15])[C:9]2[C:4](=[C:3]([O:2][CH3:1])[C:12]([O:13][CH3:14])=[CH:11][CH:10]=2)[CH2:5][CH:6]([C:16]2[CH:21]=[CH:20][CH:19]=[CH:18][CH:17]=2)[CH2:7]1 |f:2.3.4.5.6.7,8.9,11.12.13.14|. Procedure details: 5,6-Dimethoxy-3-phenyl-1,2,3,4-tetrahydronaphthalen-1-one (14.6 g, 51.7 mmol), from Example 1, 24 mL of acetonitrile, 10.3 g (104 mmol) of trimethylsilylcyanide, commercially available from Aldrich Chemical Company, and 100 mg of aluminum chloride were mixed together and heated at reflux temperature for 2.5 h. The reaction mixture was cooled and concentrated. The residue was added dropwise to a solution of 4.3 g (113 mmol) of lithium aluminum hydride in 101 mL of diethyl ether. After the reactio... Reactants: Cl.NCC(C)=O (Aminoacetone hydrochloride), FC(C(=O)O)(F)F (trifluroacetic acid). The solvent is ClCCl (dichloromethane). Product: FC(C(=O)NCC(C)=O)(F)F (Trifluoroacetamidoacetone). Reaction SMILES: Cl.[NH2:2][CH2:3][C:4](=[O:6])[CH3:5].[F:7][C:8]([F:13])([F:12])[C:9](O)=[O:10]>ClCCl>[F:7][C:8]([F:13])([F:12])[C:9]([NH:2][CH2:3][C:4](=[O:6])[CH3:5])=[O:10] |f:0.1|. Procedure details: Aminoacetone hydrochloride (13.29 g, 121 mmol) was slurried in 200 mL of dichloromethane and stirred vigorously as 22 mL (146 mmol) of trifluroacetic acid was added. The mixture was heated to reflux with stirring for about I hr at which time the evolution of gas had ceased. The resulting mixture was concentrated by evaporation at 60° C. and the residue was dissolved in 200 mL of ether. Solid sodium bicarbonate was cautiously added with stirring until foaming ceased. The resulting slurry was filt...